From a dataset of the Open Reaction Database (ORD), a public repository of structured organic reaction records. describe an organic reaction: reactants, conditions, products, and yield The reactants are IC=1C=C(C=CC1N1N=NN=C1)CC(=O)N1CCN(CC1)CCC1=CC2=C(C(OC2)=O)C=C1 (5-[2-(4-{[3-iodo-4-(1H-tetrazol-1-yl)phenyl]acetyl}piperazin-1-yl)ethyl]-2-benzofuran-1(3H)-one), C(#N)[Cu] (CuCN), O (water). Solvent: CN(C)C=O (DMF). Conditions: temperature 110 celsius. Yields the product O=C(CC=1C=CC(=C(C#N)C1)N1N=NN=C1)N1CCN(CC1)CCC1=CC2=C(C(OC2)=O)C=C1 (5-(2-oxo-2-{4-[2-(1-oxo-1,3-dihydro-2-benzofuran-5-yl)ethyl]piperazin-1-yl}ethyl)-2-(1H-tetrazol-1-yl)benzonitrile). As a reaction SMILES: I[C:2]1[CH:3]=[C:4]([CH2:13][C:14]([N:16]2[CH2:21][CH2:20][N:19]([CH2:22][CH2:23][C:24]3[CH:33]=[CH:32][C:27]4[C:28](=[O:31])[O:29][CH2:30][C:26]=4[CH:25]=3)[CH2:18][CH2:17]2)=[O:15])[CH:5]=[CH:6][C:7]=1[N:8]1[CH:12]=[N:11][N:10]=[N:9]1.[C:34]([Cu])#[N:35].O>CN(C=O)C>[O:15]=[C:14]([N:16]1[CH2:21][CH2:20][N:19]([CH2:22][CH2:23][C:24]2[CH:33]=[CH:32][C:27]3[C:28](=[O:31])[O:29][CH2:30][C:26]=3[CH:25]=2)[CH2:18][CH2:17]1)[CH2:13][C:4]1[CH:5]=[CH:6][C:7]([N:8]2[CH:12]=[N:11][N:10]=[N:9]2)=[C:2]([CH:3]=1)[C:34]#[N:35]. Procedure details: A mixture of 5-[2-(4-{[3-iodo-4-(1H-tetrazol-1-yl)phenyl]acetyl}piperazin-1-yl)ethyl]-2-benzofuran-1(3H)-one (190 mg, 034 mmol) and CuCN (47 mg, 0.52 mmol) in 2 ml of anhydrous DMF was heated to 110° C. under N2 for 30 min. The reaction was cooled to ambient temperature, and then 15 ml of water was added. Extracted with DCM and the organic layer was dried over anhydrous sodium sulfate and concentrated. The crude product was purified via prep-TLC to afford 5-(2-oxo-2-{4-[2-(1-oxo-1,3-dihydro-2-be... Starting materials: Cn1nc(S(C)(=O)=O)c(=O)c2ccccc21, O=C(OO)c1cccc(Cl)c1, Cn1nc(S(C)=O)c(=O)c2ccc(Cl)cc21, ClC(Cl)Cl. The product is Cn1nc(S(C)(=O)=O)c(=O)c2ccc(Cl)cc21. Reaction SMILES: [CH3:28][n:29]1[c:30]2[c:31]([cH:32][cH:33][cH:34][cH:35]2)[c:36](=[O:37])[c:38]([S:39]([CH3:40])(=[O:41])=[O:42])[n:43]1.[Cl:17][c:18]1[cH:19][cH:20][cH:21][c:22]([C:23]([O:24][OH:26])=[O:25])[cH:27]1.[Cl:1][c:2]1[cH:3][cH:4][c:5]2[c:6](=[O:16])[c:7]([S:13](=[O:14])[CH3:15])[n:8][n:9]([CH3:12])[c:10]2[cH:11]1.[Cl:44][CH:45]([Cl:46])[Cl:47]>>[Cl:1][c:2]1[cH:3][cH:4][c:5]2[c:6](=[O:16])[c:7]([S:13](=[O:14])([CH3:15])=[O:25])[n:8][n:9]([CH3:12])[c:10]2[cH:11]1. Isolated yield 47.5%. Procedure details: These solutions were added to a 384-
well source plate (80 µL per well). The Mosquito HTS liquid handling robot was used to dose
each of these solutions (200 nL each) into a 1536-well plate. Reagents/catalysts: CCN=P(N=P(N(C)C)(N(C)C)N(C)C)(N(C)C)N(C)C (P2Et), CC(C)c1cc(C(C)C)c(-c2ccccc2P(C2CCCCC2)(C2CCCCC2)->[Pd]2(OS(=O)(=O)C(F)(F)F)<-Nc3ccccc3-c3ccccc32)c(C(C)C)c1 (XPhos). Solvent: CS(=O)C (DMSO), CS(=O)C (DMSO), CS(=O)C (DMSO), CS(=O)C (DMSO), CS(=O)C (DMSO). Conditions: temperature 60 celsius, time 16 hour. Reactants: Cc1ccc(N)cc1, FC(F)(F)c1ccc(I)cc1. The product is Cc1ccc(Nc2ccc(C(F)(F)F)cc2)cc1. Starting materials: BrC=1C=C2C(=C(C=NC2=CC1)C(=O)C1CC1)N1CCC(CC1)CN(C)C ((6-bromo-4-{4-[(dimethylamino)methyl]piperidin-1-yl}quinolin-3-yl)(cyclopropyl)methanone), ClC1=C(C(=CC(=C1)B1OC(C(O1)(C)C)(C)C)F)O (2-chloro-6-fluoro-4-(4,4,5,5-tetramethyl-1,3,2-dioxaborolan-2-yl)phenol). The product is ClC=1C=C(C=C(C1O)F)C=1C=C2C(=C(C=NC2=CC1)C(=O)C1CC1)N1CCC(CC1)CN(C)C ([6-(3-Chloro-5-fluoro-4-hydroxyphenyl)-4-{4-[(dimethylamino)methyl]piperidin-1-yl}quinolin-3-yl](cyclopropyl)methanone). Isolated yield 64.3%. Reaction SMILES: Br[C:2]1[CH:3]=[C:4]2[C:9](=[CH:10][CH:11]=1)[N:8]=[CH:7][C:6]([C:12]([CH:14]1[CH2:16][CH2:15]1)=[O:13])=[C:5]2[N:17]1[CH2:22][CH2:21][CH:20]([CH2:23][N:24]([CH3:26])[CH3:25])[CH2:19][CH2:18]1.[Cl:27][C:28]1[CH:33]=[C:32](B2OC(C)(C)C(C)(C)O2)[CH:31]=[C:30]([F:43])[C:29]=1[OH:44]>>[Cl:27][C:28]1[CH:33]=[C:32]([C:2]2[CH:3]=[C:4]3[C:9](=[CH:10][CH:11]=2)[N:8]=[CH:7][C:6]([C:12]([CH:14]2[CH2:16][CH2:15]2)=[O:13])=[C:5]3[N:17]2[CH2:18][CH2:19][CH:20]([CH2:23][N:24]([CH3:26])[CH3:25])[CH2:21][CH2:22]2)[CH:31]=[C:30]([F:43])[C:29]=1[OH:44]. Procedure details: Following general procedure D, (6-bromo-4-{4-[(dimethylamino)methyl]piperidin-1-yl}quinolin-3-yl)(cyclopropyl)methanone (30 mg, 0.072 mmol) was reacted with 2-chloro-6-fluoro-4-(4,4,5,5-tetramethyl-1,3,2-dioxaborolan-2-yl)phenol (41 mg, 0.150 mmol) to afford the desired product (22.3 mg, 64%) as a yellow solid: 1H NMR (500 MHz, CD3OD) δ 8.76 (s, 1H), 8.25 (d, J=1.6 Hz, 1H), 8.10-7.95 (m, 2H), 7.55-7.46 (m, 1H), 7.42 (dd, J=11.7, 2.3 Hz, 1H); 3.53 (d, J=12.7 Hz, 2H), 3.22 (t, J=11.6 Hz, 2H), 2.61... Starting materials: diazonium fluoride, F (hydrogen fluoride), N(=O)[O-].[Na+] (sodium nitrite), stainless steel, CC1(N)CC(=C(C=C1)F)C (1,3-dimethyl-4-fluoro-aniline), F (hydrogen fluoride). Run in CS(=O)C (dimethylsulphoxide). Product: FC1=CC(=C(C=C1C)C)F (1,3-difluoro-4,6-dimethylbenzene). RXN SMILES: [FH:1].[CH3:2][C:3]1([CH:9]=[CH:8][C:7]([F:10])=[C:6]([CH3:11])[CH2:5]1)N.N([O-])=O.[Na+]>CS(C)=O>[F:1][C:9]1[C:3]([CH3:2])=[CH:5][C:6]([CH3:11])=[C:7]([F:10])[CH:8]=1 |f:2.3|. Reported procedure: 1.8 l of anhydrous hydrogen fluoride are initially introduced into a stirred vessel made of stainless steel and 625 g of 1,3-dimethyl-4-fluoro-aniline (see Am. Soc. 54, 2981) are introduced, whilst cooling. Subsequently, a diazotisation reaction is carried out, at 0° C, by adding 374 g of sodium nitrite in portions. The mixture is then slowly heated to room temperature. Since the splitting of the diazonium fluoride proceeds only slowly at this temperature, the temperature is raised up to the ref...